This data is from the Open Reaction Database (ORD), a public repository of structured organic reaction records. The task is: describe an organic reaction: reactants, conditions, products, and yield The reactants are CCO, O=CC1CCCCC1, NCCP(c1ccccc1)c1ccccc1. Product: C(=NCCP(c1ccccc1)c1ccccc1)C1CCCCC1. RXN SMILES: [CH3:25][CH2:26][OH:27].[CH:17]1([CH:23]=[O:24])[CH2:18][CH2:19][CH2:20][CH2:21][CH2:22]1.[c:1]1([P:7]([CH2:8][CH2:9][NH2:10])[c:11]2[cH:12][cH:13][cH:14][cH:15][cH:16]2)[cH:2][cH:3][cH:4][cH:5][cH:6]1>>[c:1]1([P:7]([CH2:8][CH2:9][N:10]=[CH:23][CH:17]2[CH2:18][CH2:19][CH2:20][CH2:21][CH2:22]2)[c:11]2[cH:12][cH:13][cH:14][cH:15][cH:16]2)[cH:2][cH:3][cH:4][cH:5][cH:6]1. The reactants are Cl.ClCC1=NC2=CC=CC=C2C=C1 (2-Chloromethylquinoline hydrochloride), OC1=CC=C(C=O)C=C1 (4-hydroxybenzaldehyde), C([O-])([O-])=O.[K+].[K+] (potassium carbonate). Solvent: CN(C)C=O (DMF). Run at temperature 90 celsius, time 8 hour. Yields the product N1=C(C=CC2=CC=CC=C12)COC1=CC=C(C=O)C=C1 (4-(2-quinolinylmethoxy)benzaldehyde). The yield is 91.0%. Reaction SMILES: Cl.Cl[CH2:3][C:4]1[CH:13]=[CH:12][C:11]2[C:6](=[CH:7][CH:8]=[CH:9][CH:10]=2)[N:5]=1.[OH:14][C:15]1[CH:22]=[CH:21][C:18]([CH:19]=[O:20])=[CH:17][CH:16]=1.C(=O)([O-])[O-].[K+].[K+]>CN(C=O)C>[N:5]1[C:6]2[C:11](=[CH:10][CH:9]=[CH:8][CH:7]=2)[CH:12]=[CH:13][C:4]=1[CH2:3][O:14][C:15]1[CH:22]=[CH:21][C:18]([CH:19]=[O:20])=[CH:17][CH:16]=1 |f:0.1,3.4.5|. Procedure details: 2-Chloromethylquinoline hydrochloride (6.42 g, 30 mmol), 4-hydroxybenzaldehyde (3.66 g, 30 mmol) and potassium carbonate (9.12 g, 66 mmol) were combined, to which 50 ml of DMF were added. The resulting mixture was stirred overnight at 90° C. The solvent was driven off under reduced pressure, the residue was extracted with ethyl acetate. The organic layer was washed with 1 N aqueous solution of sodium hydroxide and a saturated aqueous solution of sodium chloride, dried over anhydrous sodium sulfa... Reactants: CNC1=CC=CC=C1 (N-methylaniline), ClC1=NC=CC=C1[N+](=O)[O-] (2-chloro-3-nitropyridine). The solvent is Cl (hydrochloric acid). Product: Cl.CN(C1=NC=CC=C1[N+](=O)[O-])C1=CC=CC=C1 (N-Methyl-3-nitro-N-phenyl-2-pyridinamine hydrochloride). Isolated yield 66.5%. As a reaction SMILES: [CH3:1][NH:2][C:3]1[CH:8]=[CH:7][CH:6]=[CH:5][CH:4]=1.[Cl:9][C:10]1[C:15]([N+:16]([O-:18])=[O:17])=[CH:14][CH:13]=[CH:12][N:11]=1>Cl>[ClH:9].[CH3:1][N:2]([C:3]1[CH:8]=[CH:7][CH:6]=[CH:5][CH:4]=1)[C:10]1[C:15]([N+:16]([O-:18])=[O:17])=[CH:14][CH:13]=[CH:12][N:11]=1 |f:3.4|. Procedure: To 59 g (0.55 mole) of N-methylaniline, stirred and heated at 115°-120° C. under nitrogen atmosphere was added 79 g (0.50 mole) of 2-chloro-3-nitropyridine in four portions at 15 minute intervals. The melt was maintained at 120°-125° C. for 1 hr and then poured into 700 ml of dilute aqueous hydrochloric acid. The precipitate was collected by filtration and dried. The solid was dried and recrystallized as the hydrochloride salt from ethyl acetate-ethereal hydrogen chloride to give 88.3 g (66%) ye... The reactants are CCc1cc(O)c(OCc2ccccc2)c(OCCCCl)c1, CCI. Yields the product CCOc1cc(CC)cc(OCCCCl)c1OCc1ccccc1. RXN SMILES: [CH2:1]([c:2]1[cH:3][cH:4][cH:5][cH:6][cH:7]1)[O:8][c:9]1[c:10]([O:18][CH2:19][CH2:20][CH2:21][Cl:22])[cH:11][c:12]([CH2:16][CH3:17])[cH:13][c:14]1[OH:15].[CH2:23]([CH3:24])[I:25]>>[CH2:1]([c:2]1[cH:3][cH:4][cH:5][cH:6][cH:7]1)[O:8][c:9]1[c:10]([O:18][CH2:19][CH2:20][CH2:21][Cl:22])[cH:11][c:12]([CH2:16][CH3:17])[cH:13][c:14]1[O:15][CH2:23][CH3:24]. Starting materials: C1(CC1)NC(=O)C=1C=CC(=C(C1)NC(C1=CC(=C(C=C1)OCC1=NC=CC=C1)F)=O)C (N-{5-[(cyclopropylamino)carbonyl]-2-methylphenyl}-3-fluoro-4-(pyridin-2-ylmethoxy)benzamide), Cl (hydrochloric acid). The product is Cl.C1(CC1)NC(=O)C=1C=CC(=C(C1)NC(C1=CC(=C(C=C1)OCC1=NC=CC=C1)F)=O)C (N-{5-[(cyclopropylamino)carbonyl]-2-methylphenyl}-3-fluoro-4-(pyridin-2-ylmethoxy)benzamide hydrochloride). Reaction SMILES: [CH:1]1([NH:4][C:5]([C:7]2[CH:8]=[CH:9][C:10]([CH3:31])=[C:11]([NH:13][C:14](=[O:30])[C:15]3[CH:20]=[CH:19][C:18]([O:21][CH2:22][C:23]4[CH:28]=[CH:27][CH:26]=[CH:25][N:24]=4)=[C:17]([F:29])[CH:16]=3)[CH:12]=2)=[O:6])[CH2:3][CH2:2]1.[ClH:32]>>[ClH:32].[CH:1]1([NH:4][C:5]([C:7]2[CH:8]=[CH:9][C:10]([CH3:31])=[C:11]([NH:13][C:14](=[O:30])[C:15]3[CH:20]=[CH:19][C:18]([O:21][CH2:22][C:23]4[CH:28]=[CH:27][CH:26]=[CH:25][N:24]=4)=[C:17]([F:29])[CH:16]=3)[CH:12]=2)=[O:6])[CH2:2][CH2:3]1 |f:2.3|. Reported procedure: Using an analogous procedure to that described in Example 36, N-{5-[(cyclopropylamino)carbonyl]-2-methylphenyl}-3-fluoro-4-(pyridin-2-ylmethoxy)benzamide was reacted with hydrochloric acid to give the title compound; NMR Spectrum: (DMSOd6) 0.57 (m, 2H), 0.68 (m, 2H), 2.28 (s, 3H), 2.86 (m, 1H), 5.60 (s, 2H), 7.32 (m, 1H), 7.43 (m, 1H), 7.66 (m, 1H), 7.84 (m, 5H), 8.40 (m, 2H), 8.83 (m, 1H), 10.07 (br s, 1H); Mass Spectrum: M+H+ 420. The reactants are BrC1=CC=2CC3=CC=CC=C3C2C=C1 (2-bromofluorene), Cl.N1=CC=C(C=C1)CCl (4-picolylchloride hydrochloride), [OH-] (hydroxide). Reagents/catalysts: [Br-].C(CCCCCCCCCCCCCCC)[P+](CCCC)(CCCC)CCCC (cetyl tri-n-butyl phosphonium bromide). The solvent is C1(=CC=CC=C1)C (toluene). The product is Cl.Cl.N1=CC=C(C=C1)CC1(C2=CC=CC=C2C=2C=CC(=CC12)Br)CC1=CC=NC=C1 (9,9-Bis(4-pyridinylmethyl)-2-bromofluorene dihydrochloride). RXN SMILES: [Br:1][C:2]1[CH:14]=[CH:13][C:12]2[C:11]3[C:6](=[CH:7][CH:8]=[CH:9][CH:10]=3)[CH2:5][C:4]=2[CH:3]=1.[ClH:15].[N:16]1[CH:21]=[CH:20][C:19]([CH2:22][Cl:23])=[CH:18][CH:17]=1.[OH-]>[Br-].C([P+](CCCC)(CCCC)CCCC)CCCCCCCCCCCCCCC.C1(C)C=CC=CC=1>[ClH:23].[ClH:15].[N:16]1[CH:21]=[CH:20][C:19]([CH2:22][C:5]2([CH2:22][C:19]3[CH:20]=[CH:21][N:16]=[CH:17][CH:18]=3)[C:4]3[CH:3]=[C:2]([Br:1])[CH:14]=[CH:13][C:12]=3[C:11]3[C:6]2=[CH:7][CH:8]=[CH:9][CH:10]=3)=[CH:18][CH:17]=1 |f:1.2,4.5,7.8.9|. Reported procedure: The title compound was prepared following the procedure of Example 5 from 1.0 g (4.08 mmole) of 2-bromofluorene, 1.5 g of 4-picolylchloride hydrochloride, 100 mg of cetyl tri-n-butyl phosphonium bromide, 20 ml of 50Sodium hydroxide solution, and 20 ml toluene by reaction at 50° for 1 hr. The product was chromatographed (silica, CH2Cl2 /CH3OH, 100:1), m.p. (dihydrochloride) >300° NMR (200 MHz,CDCL3) δ: 3.39 (dd,4H), 6.48(d,4H), 7.10-7.67 (m,7H-arom.), 8.12(d,J=5.7Hz, 4H). HRMS calculated for C25H... Reactants: N#Cc1cccc(CN2C(=O)c3ccccc3C2=O)c1, CO, ClCCl, NN, [Na+], [OH-], O. The product is N#Cc1cccc(CN)c1. RXN SMILES: [C:1](#[N:2])[c:3]1[cH:4][c:5]([CH2:6][N:7]2[C:8](=[O:9])[c:10]3[cH:11][cH:12][cH:13][cH:14][c:15]3[C:16]2=[O:17])[cH:18][cH:19][cH:20]1.[CH3:29][OH:30].[Cl:24][CH2:25][Cl:26].[NH2:22][NH2:23].[Na+:28].[OH-:27].[OH2:21]>>[C:1](#[N:2])[c:3]1[cH:4][c:5]([CH2:6][NH2:7])[cH:18][cH:19][cH:20]1. Starting materials: ClC1=NC2=C(C=CC(=C2C(=C1)C(C)C)C)C (2-chloro-4-isopropyl-5,8-dimethylquinoline), NN (NH2NH2). The product is N(N)C1=NC2=C(C=CC(=C2C(=C1)C(C)C)C)C (2-Hydrazinyl-4-isopropyl-5,8-dimethylquinoline). As a reaction SMILES: Cl[C:2]1[CH:11]=[C:10]([CH:12]([CH3:14])[CH3:13])[C:9]2[C:4](=[C:5]([CH3:16])[CH:6]=[CH:7][C:8]=2[CH3:15])[N:3]=1.[NH2:17][NH2:18]>>[NH:17]([C:2]1[CH:11]=[C:10]([CH:12]([CH3:14])[CH3:13])[C:9]2[C:4](=[C:5]([CH3:16])[CH:6]=[CH:7][C:8]=2[CH3:15])[N:3]=1)[NH2:18]. Reported procedure: A solution of 2-chloro-4-isopropyl-5,8-dimethylquinoline (1.00 g, 4.3 mmol) in NH2NH2 was reacted as outlined in Scheme 1 above to give the title compound. Spectroscopic data: 1H NMR (300 MHz, CDCl3) δ ppm 1.30 (d, J=6.74 Hz, 6 H) 2.64 (s, 3 H) 2.82 (s, 3 H) 3.95-4.10 (m, 1 H) 6.72 (s, 1 H) 6.98 (d, J=7.33 Hz, 1 H) 7.30 (d, J=7.33 Hz, 1 H). Reactants: C(C1=CC=CC=C1)N1C=CC2=CC(=CC=C12)C1=CC=C(C=C1)OC(F)(F)F (1-benzyl-5-[4-(trifluoromethoxy)phenyl]-1H-indole), C(C(=O)Cl)(=O)Cl (oxalyl chloride), C([O-])(O)=O.[Na+] (sodium bicarbonate), C(C)O (ethanol). Run in C1CCOC1 (THF). Run at time 1 hour. Product: C(C1=CC=CC=C1)N1C=C(C2=CC(=CC=C12)C1=CC=C(C=C1)OC(F)(F)F)C(C(=O)OCC)=O (Ethyl 2-{1-benzyl-5-[4-(trifluoromethoxy)phenyl]-1H-indol-3-yl}-2-oxoacetate). The yield is 86.0%. RXN SMILES: [CH2:1]([N:8]1[C:16]2[C:11](=[CH:12][C:13]([C:17]3[CH:22]=[CH:21][C:20]([O:23][C:24]([F:27])([F:26])[F:25])=[CH:19][CH:18]=3)=[CH:14][CH:15]=2)[CH:10]=[CH:9]1)[C:2]1[CH:7]=[CH:6][CH:5]=[CH:4][CH:3]=1.[C:28](Cl)(=[O:32])[C:29](Cl)=[O:30].[CH2:34]([OH:36])[CH3:35].C(=O)(O)[O-].[Na+]>C1COCC1>[CH2:1]([N:8]1[C:16]2[C:11](=[CH:12][C:13]([C:17]3[CH:22]=[CH:21][C:20]([O:23][C:24]([F:27])([F:25])[F:26])=[CH:19][CH:18]=3)=[CH:14][CH:15]=2)[C:10]([C:28](=[O:32])[C:29]([O:36][CH2:34][CH3:35])=[O:30])=[CH:9]1)[C:2]1[CH:3]=[CH:4][CH:5]=[CH:6][CH:7]=1 |f:3.4|. Procedure details: To a solution of 1-benzyl-5-[4-(trifluoromethoxy)phenyl]-1H-indole (2.80 g, 7.62 mmol) in dry THF (40 mL) under nitrogen at 0° C. was added oxalyl chloride (2.0 mL, 23 mmol). The reaction mixture was stirred for one hour. It was cooled in an ice bath and ethanol (4.5 mL) was added. The reaction mixture was stirred for 25 minutes at room temperature then poured into excess aqueous sodium bicarbonate solution and extracted with ethyl acetate. The organic phase was washed with water and brine, drie... The reactants are CSC=1S\C(\C(N1)=O)=C/C=1C=C2C=CC=NC2=CC1 (2-methylsulfanyl-5-[1-quinolin-6-yl-meth-(Z)-ylidene]-thiazol-4-one), NC1=CC=C(C=C1)CCN (2-(4-amino-phenyl)-ethylamine), CCN(C(C)C)C(C)C (DIEA). The product is NC1=CC=C(C=C1)CCNC=1S\C(\C(N1)=O)=C/C=1C=C2C=CC=NC2=CC1 (2-[2-(4-amino-phenyl)-ethylamino]-5-[1-quinolin-6-yl-meth-(Z)-ylidene]-thiazol-4-one). RXN SMILES: CS[C:3]1[S:4]/[C:5](=[CH:9]\[C:10]2[CH:11]=[C:12]3[C:17](=[CH:18][CH:19]=2)[N:16]=[CH:15][CH:14]=[CH:13]3)/[C:6](=[O:8])[N:7]=1.[NH2:20][C:21]1[CH:26]=[CH:25][C:24]([CH2:27][CH2:28][NH2:29])=[CH:23][CH:22]=1.CCN(C(C)C)C(C)C>>[NH2:20][C:21]1[CH:26]=[CH:25][C:24]([CH2:27][CH2:28][NH:29][C:3]2[S:4]/[C:5](=[CH:9]\[C:10]3[CH:11]=[C:12]4[C:17](=[CH:18][CH:19]=3)[N:16]=[CH:15][CH:14]=[CH:13]4)/[C:6](=[O:8])[N:7]=2)=[CH:23][CH:22]=1. Procedure details: Similar procedure as described in example 1b was used, starting from 2-methylsulfanyl-5-[1-quinolin-6-yl-meth-(Z)-ylidene]-thiazol-4-one, 2-(4-amino-phenyl)-ethylamine and DIEA to give 2-[2-(4-amino-phenyl)-ethylamino]-5-[1-quinolin-6-yl-meth-(Z)-ylidene]-thiazol-4-one. LC-MS m/e 375 (MH+).